This data is from the Open Reaction Database (ORD), a public repository of structured organic reaction records. The task is: describe an organic reaction: reactants, conditions, products, and yield Reactants: C(C=C)OC(=O)N1CCC(=CC1)C1=C(N2C([C@@H]([C@H]2C1)[C@@H](C)O[Si](C)(C)C(C)(C)C)=O)C(=O)OCC=C (allyl (5R,6S)-3-(1-allyloxycarbonyl-1,2,3,6-tetrahydropyridin-4-yl)-6-[(1R)-1-t-butyldimethylsilyloxyethyl]-7-oxo-1-azabicyclo[3.2.0]hept-2-ene-2-carboxylate), C(C)(=O)O (acetic acid), C(O)([O-])=O.[Na+] (sodium hydrogen carbonate), [F-].C(CCC)[N+](CCCC)(CCCC)CCCC (tetrabutylammonium fluoride). Run in O1CCCC1 (tetrahydrofuran), O (water), C(C)(=O)OCC (ethyl acetate), O1CCCC1 (tetrahydrofuran). Run at time 8 hour. The product is C(C=C)OC(=O)N1CCC(=CC1)C1=C(N2C([C@@H]([C@H]2C1)[C@@H](C)O)=O)C(=O)OCC=C (allyl (5R,6S)-3-(1-allyloxycarbonyl-1,2,3,6-tetrahydropyridin-4-yl)-6-[(1R)-1-hydroxyethyl]-7-oxo-1-azabicyclo[3.2.0]hept-2-ene-2-carboxylate). Isolated yield 38.4%. Reaction SMILES: [CH2:1]([O:4][C:5]([N:7]1[CH2:12][CH:11]=[C:10]([C:13]2[CH2:19][C@H:18]3[N:15]([C:16](=[O:30])[C@@H:17]3[C@H:20]([O:22][Si](C(C)(C)C)(C)C)[CH3:21])[C:14]=2[C:31]([O:33][CH2:34][CH:35]=[CH2:36])=[O:32])[CH2:9][CH2:8]1)=[O:6])[CH:2]=[CH2:3].C(O)(=O)C.[F-].C([N+](CCCC)(CCCC)CCCC)CCC.C(=O)([O-])O.[Na+]>O1CCCC1.O.C(OCC)(=O)C>[CH2:1]([O:4][C:5]([N:7]1[CH2:8][CH:9]=[C:10]([C:13]2[CH2:19][C@H:18]3[N:15]([C:16](=[O:30])[C@@H:17]3[C@H:20]([OH:22])[CH3:21])[C:14]=2[C:31]([O:33][CH2:34][CH:35]=[CH2:36])=[O:32])[CH2:11][CH2:12]1)=[O:6])[CH:2]=[CH2:3] |f:2.3,4.5|. Reported procedure: To a solution of allyl (5R,6S)-3-(1-allyloxycarbonyl-1,2,3,6-tetrahydropyridin-4-yl)-6-[(1R)-1-t-butyldimethylsilyloxyethyl]-7-oxo-1-azabicyclo[3.2.0]hept-2-ene-2-carboxylate (0.94 g) in tetrahydrofuran (38 ml) were added dropwise acetic acid (1.65 ml) and a solution of tetrabutylammonium fluoride in tetrahydrofuran (1M, 9.6 ml) at 0° C. After standing at ambient temperature for 8 hours, the reaction mixture was taken up into a mixture of ethyl acetate (300 ml) and water (300 ml). After adjustin... The reactants are COC=C[C@@H]1CC[C@H](CC1)C1=CC=C(C#N)C=C1 (p-[trans-4-(2-methoxyvinyl)cyclohexyl]benzonitrile). Solvent: O1CCCC1 (tetrahydrofuran). The product is C(#N)C1=CC=C(C=C1)[C@@H]1CC[C@H](CC1)CC=O (2-[trans-4-(p-cyanophenyl)cyclohexyl]acetaldehyde). Yield: 103.0%. As a reaction SMILES: C[O:2][CH:3]=[CH:4][C@H:5]1[CH2:10][CH2:9][C@H:8]([C:11]2[CH:18]=[CH:17][C:14]([C:15]#[N:16])=[CH:13][CH:12]=2)[CH2:7][CH2:6]1>O1CCCC1>[C:15]([C:14]1[CH:17]=[CH:18][C:11]([C@H:8]2[CH2:9][CH2:10][C@H:5]([CH2:4][CH:3]=[O:2])[CH2:6][CH2:7]2)=[CH:12][CH:13]=1)#[N:16]. Reported procedure: A solution of 10.1 g of p-[trans-4-(2-methoxyvinyl)cyclohexyl]benzonitrile in 200 ml of tetrahydrofuran/2N hydrochloric acid (vol. 4:1) was heated to reflux for 1 hour while stirring. The mixture was subsequently partitioned three times in diethyl ether/water. The organic extracts were washed twice with water, dried over magnesium sulphate, filtered and evaporated, there being obtained 9.8 g of 2-[trans-4-(p-cyanophenyl)cyclohexyl]acetaldehyde as a light yellowish, crystalline residue. Reactants: FC(C=1C=C(CN(CC2=C(C=CC(=C2)C(F)(F)F)OCC)C2=NC=C(C=N2)Br)C=C(C1)C(F)(F)F)(F)F ((3,5-Bis-trifluoromethyl-benzyl)-(5-bromo-pyrimidin-2-yl)-(2-ethoxy-5-trifluoromethyl-benzyl)-amine), C([O-])(O)=O.[Na+] (sodium bicarbonate), C(C)(C)(C)P(C1=C(C=CC=C1)C1=CC=CC=C1)C(C)(C)C (2-(di-tert-butylphosphino)biphenyl), CC(C)([O-])C.[Na+] (sodium tert-butoxide), N1CCC(CC1)C(=O)OCC (ethyl piperidine-4-carboxylate). Reagents/catalysts: C=1C=CC(=CC1)/C=C/C(=O)/C=C/C2=CC=CC=C2.C=1C=CC(=CC1)/C=C/C(=O)/C=C/C2=CC=CC=C2.C=1C=CC(=CC1)/C=C/C(=O)/C=C/C2=CC=CC=C2.[Pd].[Pd] (tris(dibenzylideneacetone)dipalladium). The solvent is C1(=CC=CC=C1)C (toluene), C(C)(=O)OCC (ethyl acetate). Reaction conditions: time 8 hour. The product is FC(C=1C=C(CN(C2=NC=C(C=N2)N2CCC(CC2)C(=O)OCC)CC2=C(C=CC(=C2)C(F)(F)F)OCC)C=C(C1)C(F)(F)F)(F)F (ethyl 1-{2-[(3,5-bis-trifluoromethyl-benzyl)-(2-ethoxy-5-trifluoromethyl-benzyl)-amino]-pyrimidin-5-yl}-piperidine-4-carboxylate). RXN SMILES: [F:1][C:2]([F:37])([F:36])[C:3]1[CH:4]=[C:5]([CH:29]=[C:30]([C:32]([F:35])([F:34])[F:33])[CH:31]=1)[CH2:6][N:7]([C:22]1[N:27]=[CH:26][C:25](Br)=[CH:24][N:23]=1)[CH2:8][C:9]1[CH:14]=[C:13]([C:15]([F:18])([F:17])[F:16])[CH:12]=[CH:11][C:10]=1[O:19][CH2:20][CH3:21].C(P(C(C)(C)C)C1C=CC=CC=1C1C=CC=CC=1)(C)(C)C.CC(C)([O-])C.[Na+].[NH:65]1[CH2:70][CH2:69][CH:68]([C:71]([O:73][CH2:74][CH3:75])=[O:72])[CH2:67][CH2:66]1.C(=O)(O)[O-].[Na+]>C1(C)C=CC=CC=1.C1C=CC(/C=C/C(/C=C/C2C=CC=CC=2)=O)=CC=1.C1C=CC(/C=C/C(/C=C/C2C=CC=CC=2)=O)=CC=1.C1C=CC(/C=C/C(/C=C/C2C=CC=CC=2)=O)=CC=1.[Pd].[Pd].C(OCC)(=O)C>[F:1][C:2]([F:37])([F:36])[C:3]1[CH:4]=[C:5]([CH:29]=[C:30]([C:32]([F:35])([F:34])[F:33])[CH:31]=1)[CH2:6][N:7]([CH2:8][C:9]1[CH:14]=[C:13]([C:15]([F:18])([F:17])[F:16])[CH:12]=[CH:11][C:10]=1[O:19][CH2:20][CH3:21])[C:22]1[N:27]=[CH:26][C:25]([N:65]2[CH2:70][CH2:69][CH:68]([C:71]([O:73][CH2:74][CH3:75])=[O:72])[CH2:67][CH2:66]2)=[CH:24][N:23]=1 |f:2.3,5.6,8.9.10.11.12|. Reported procedure: (3,5-Bis-trifluoromethyl-benzyl)-(5-bromo-pyrimidin-2-yl)-(2-ethoxy-5-trifluoromethyl-benzyl)-amine (210 mg) is dissolved in toluene (5 ml) and thereto are added tris(dibenzylideneacetone)dipalladium (32 mg), 2-(di-tert-butylphosphino)biphenyl (42 mg), sodium tert-butoxide (50 mg) and ethyl piperidine-4-carboxylate (80 μl) and the mixture is stirred under nitrogen atmosphere at room temperature overnight. To the reaction solution are added a saturated aqueous sodium bicarbonate solution and ethy... The reactants are C1(=CC=CC=C1)C=1NC=C(N1)C=O (2-phenyl-1H-imidazole-4-carbaldehyde), CN.CO (methylamine methanol), Cl (Hydrochloric acid), [BH4-].[Na+] (sodium borohydride). The solvent is C(C)O (ethanol). Conditions: temperature 65 celsius, time 1 hour. Yields the product Cl.Cl.CNCC=1N=C(NC1)C1=CC=CC=C1 (N-methyl-1-(2-phenyl-1H-imidazol-4-yl)methanamine dihydrochloride). The yield is 41.0%. RXN SMILES: [C:1]1([C:7]2[NH:8][CH:9]=[C:10]([CH:12]=O)[N:11]=2)[CH:6]=[CH:5][CH:4]=[CH:3][CH:2]=1.[CH3:14][NH2:15].CO.[BH4-].[Na+].[ClH:20]>C(O)C>[ClH:20].[ClH:20].[CH3:14][NH:15][CH2:12][C:10]1[N:11]=[C:7]([C:1]2[CH:6]=[CH:5][CH:4]=[CH:3][CH:2]=2)[NH:8][CH:9]=1 |f:1.2,3.4,7.8.9|. Procedure: To a solution of 2-phenyl-1H-imidazole-4-carbaldehyde (1.73 g) in ethanol (30 mL) was added 40% methylamine-methanol solution (2.36 g) and the mixture was stirred at 65° C. for 1 hr. The mixture was allowed to cool to room temperature, sodium borohydride (571 mg) was added and the mixture was stirred for 30 min. 1 mol/L Hydrochloric acid was added to the reaction mixture, and the mixture was concentrated under reduced pressure. A saturated aqueous sodium hydrogen carbonate solution was added to ... The reactants are CO, Cl, COC(=O)c1cccc(-c2nc3ccccc3n(COCC[Si](C)(C)C)c2=O)c1F, [Na+], [OH-]. The product is C[Si](C)(C)CCOCn1c(=O)c(-c2cccc(C(=O)O)c2F)nc2ccccc21. As a reaction SMILES: [CH3:34][OH:35].[ClH:33].[F:3][c:4]1[c:5]([C:6](=[O:7])[O:8][CH3:9])[cH:10][cH:11][cH:12][c:13]1-[c:14]1[n:15][c:16]2[cH:17][cH:18][cH:19][cH:20][c:21]2[n:22]([CH2:25][O:26][CH2:27][CH2:28][Si:29]([CH3:30])([CH3:31])[CH3:32])[c:23]1=[O:24].[Na+:2].[OH-:1]>>[F:3][c:4]1[c:5]([C:6](=[O:7])[OH:8])[cH:10][cH:11][cH:12][c:13]1-[c:14]1[n:15][c:16]2[cH:17][cH:18][cH:19][cH:20][c:21]2[n:22]([CH2:25][O:26][CH2:27][CH2:28][Si:29]([CH3:30])([CH3:31])[CH3:32])[c:23]1=[O:24].